Dataset: the Open Reaction Database (ORD), a public repository of structured organic reaction records. Task: describe an organic reaction: reactants, conditions, products, and yield Reactants: O=C(Cl)OCC(Cl)(Cl)Cl, CC(=O)Cc1ccc(N)cc1, C1CCOC1, c1ccncc1. Yields the product CC(=O)Cc1ccc(NC(=O)OCC(Cl)(Cl)Cl)cc1. RXN SMILES: [Cl:18][C:19](=[O:20])[O:21][CH2:22][C:23]([Cl:24])([Cl:25])[Cl:26].[NH2:1][c:2]1[cH:3][cH:4][c:5]([CH2:8][C:9](=[O:10])[CH3:11])[cH:6][cH:7]1.[O:27]1[CH2:28][CH2:29][CH2:30][CH2:31]1.[cH:12]1[cH:13][cH:14][n:15][cH:16][cH:17]1>>[NH:1]([c:2]1[cH:3][cH:4][c:5]([CH2:8][C:9](=[O:10])[CH3:11])[cH:6][cH:7]1)[C:19](=[O:20])[O:21][CH2:22][C:23]([Cl:24])([Cl:25])[Cl:26].